From a dataset of the Open Reaction Database (ORD), a public repository of structured organic reaction records. describe an organic reaction: reactants, conditions, products, and yield Reactants: C1=CC=CC=2C3=CC=CC=C3C(C12)COC(=O)N1C(CC(C1)O)C(=O)O (1-(((9H-Fluoren-9-yl)methoxy)carbonyl)-4-hydroxypyrrolidine-2-carboxylic acid), CO (Methanol). Run in O1CCCC1 (tetrahydrofuran), O1CCCC1 (tetrahydrofuran). The product is OC1CC(N(C1)C(=O)OCC1C2=CC=CC=C2C=2C=CC=CC12)CO ((9H-fluoren-9-yl)methyl 4-hydroxy-2-(hydroxymethyl)pyrrolidine-1-carboxylate). Reaction SMILES: [CH:1]1[C:13]2[CH:12]([CH2:14][O:15][C:16]([N:18]3[CH2:22][CH:21]([OH:23])[CH2:20][CH:19]3[C:24](O)=[O:25])=[O:17])[C:11]3[C:6](=[CH:7][CH:8]=[CH:9][CH:10]=3)[C:5]=2[CH:4]=[CH:3][CH:2]=1.CO>O1CCCC1>[OH:23][CH:21]1[CH2:22][N:18]([C:16]([O:15][CH2:14][CH:12]2[C:13]3[CH:1]=[CH:2][CH:3]=[CH:4][C:5]=3[C:6]3[C:11]2=[CH:10][CH:9]=[CH:8][CH:7]=3)=[O:17])[CH:19]([CH2:24][OH:25])[CH2:20]1. Procedure details: 1-(((9H-Fluoren-9-yl)methoxy)carbonyl)-4-hydroxypyrrolidine-2-carboxylic acid (13.3 g, 37.6 mmoles) is dissolved in anhydrous tetrahydrofuran (250 mL). The solution is stirred at ambient temperature, and borane-methyl sulfide complex in tetrahydrofuran (2 M, 40 mL, 80 mmoles) is added slowly via syringe. When the evolution of gas ceases, the flask is fitted with a condenser and Drierite drying tube and the solution is refluxed for 1 hour. During this time a white precipitate forms. Methanol (15 ... Starting materials: CN1C(=NC2=C1C=CC=C2)C=O (1-methyl-1H-benzoimidazol-2-carbaldehyde), CN1C(CCC1)CCN (2-(1-methyl-pyrrolidin-2-yl)-ethylamine), [Na] (sodium). The solvent is ClCCl (dichloromethane). Yields the product CN1C(=NC2=C1C=CC=C2)CNCCC2N(CCC2)C ((1-Methyl-1H-benzoimidazol-2-ylmethyl)-[2-(1-methyl-pyrrolidin-2-yl)-ethyl]-amine). RXN SMILES: [CH3:1][N:2]1[C:6]2[CH:7]=[CH:8][CH:9]=[CH:10][C:5]=2[N:4]=[C:3]1[CH:11]=O.[CH3:13][N:14]1[CH2:18][CH2:17][CH2:16][CH:15]1[CH2:19][CH2:20][NH2:21].[Na]>ClCCl>[CH3:1][N:2]1[C:6]2[CH:7]=[CH:8][CH:9]=[CH:10][C:5]=2[N:4]=[C:3]1[CH2:11][NH:21][CH2:20][CH2:19][CH:15]1[CH2:16][CH2:17][CH2:18][N:14]1[CH3:13] |^1:21|. Procedure: Experimental condition analogous to Example 5, from 1-methyl-1H-benzoimidazol-2-carbaldehyde 0.2 g (1.25 mmol), 2-(1-methyl-pyrrolidin-2-yl)-ethylamine 0.18 g (1.38 mmol), and sodium triacethoxyborohydride 0.39 g (1.87 mmol), in 10 mL dichloromethane. After work-up the material was used as a crude. The reactants are O (water), C(C)(=O)O (acetic acid), C(C1=CC=CC=C1)OC(=O)N1C[C@@H]([C@H](C1)O[Si](C)(C)C(C)(C)C)CO[Si](C)(C)C(C)(C)C ((3R,4R)-1-Benzyloxycarbonyl-3-(tert-butyldimethylsilyl)oxymethyl-4-(tert-butyldimethylsilyl)oxypyrrolidine). Solvent: O1CCCC1 (tetrahydrofuran). Run at time 8 hour. Product: C(C1=CC=CC=C1)OC(=O)N1C[C@@H]([C@H](C1)O[Si](C)(C)C(C)(C)C)CO ((3R,4R)-1-benzyloxycarbonyl-3-hydroxymethyl-4-(tert-butyldimethylsilyloxy)pyrrolidine). Isolated yield 65.9%. RXN SMILES: [CH2:1]([O:8][C:9]([N:11]1[CH2:15][C@H:14]([O:16][Si:17]([C:20]([CH3:23])([CH3:22])[CH3:21])([CH3:19])[CH3:18])[C@@H:13]([CH2:24][O:25][Si](C(C)(C)C)(C)C)[CH2:12]1)=[O:10])[C:2]1[CH:7]=[CH:6][CH:5]=[CH:4][CH:3]=1.O.C(O)(=O)C>O1CCCC1>[CH2:1]([O:8][C:9]([N:11]1[CH2:15][C@H:14]([O:16][Si:17]([C:20]([CH3:21])([CH3:22])[CH3:23])([CH3:19])[CH3:18])[C@@H:13]([CH2:24][OH:25])[CH2:12]1)=[O:10])[C:2]1[CH:7]=[CH:6][CH:5]=[CH:4][CH:3]=1. Reported procedure: (3R,4R)-1-Benzyloxycarbonyl-3-(tert-butyldimethylsilyl)oxymethyl-4-(tert-butyldimethylsilyl)oxypyrrolidine (5.46 g) was dissolved in tetrahydrofuran (23 mL). While this solution was cooled on an ice bath, water (23 mL) and acetic acid (68 mL) were sequentially added and the mixture was stirred at room temperature for 8 hours. Subsequently, the reaction mixture was concentrated under reduced pressure and the resulting residue was purified on a silica gel column (eluant=hexane:ethyl acetate=4:1 sh...